From a dataset of the Open Reaction Database (ORD), a public repository of structured organic reaction records. describe an organic reaction: reactants, conditions, products, and yield Reactants: CC(=O)Nc1ccc(S(=O)(=O)Cl)cc1, Cl, CCOC(=O)c1nnc(N)s1, c1ccncc1. Product: CCOC(=O)c1nnc(NS(=O)(=O)c2ccc(NC(C)=O)cc2)s1. RXN SMILES: [C:1]([CH3:2])(=[O:3])[NH:4][c:5]1[cH:6][cH:7][c:8]([S:11](=[O:12])(=[O:13])[Cl:14])[cH:9][cH:10]1.[ClH:26].[NH2:15][c:16]1[n:17][n:18][c:19]([C:21](=[O:22])[O:23][CH2:24][CH3:25])[s:20]1.[cH:27]1[cH:28][cH:29][n:30][cH:31][cH:32]1>>[C:1]([CH3:2])(=[O:3])[NH:4][c:5]1[cH:6][cH:7][c:8]([S:11](=[O:12])(=[O:13])[NH:15][c:16]2[n:17][n:18][c:19]([C:21](=[O:22])[O:23][CH2:24][CH3:25])[s:20]2)[cH:9][cH:10]1.